Dataset: the Open Reaction Database (ORD), a public repository of structured organic reaction records. Task: describe an organic reaction: reactants, conditions, products, and yield Reactants: C(C(C)(C)C)OC(N(C)C)OCC(C)(C)C (N,N-Dimethylformamide dineopentyl acetal), ClC=1C=NC(NC1)=O (5-chloropyrimidin-2-one), S1C(=CC=C1)/C=C/CO ((E)-3-(thien-2-yl)prop-2-en-1-ol). The solvent is CN(C=O)C (N,N-dimethylformamide). The product is ClC=1C=NC(N(C1)CC=CC=1SC=CC1)=O (5-Chloro-1-[3-(thien-2-yl)prop-2-enyl] pyrimidin-2-one). The yield is 8.8%. Reaction SMILES: C(OC(OCC(C)(C)C)N(C)C)C(C)(C)C.[Cl:17][C:18]1[CH:19]=[N:20][C:21](=[O:24])[NH:22][CH:23]=1.[S:25]1[CH:29]=[CH:28][CH:27]=[C:26]1/[CH:30]=[CH:31]/[CH2:32]O>CN(C)C=O>[Cl:17][C:18]1[CH:19]=[N:20][C:21](=[O:24])[N:22]([CH2:32][CH:31]=[CH:30][C:26]2[S:25][CH:29]=[CH:28][CH:27]=2)[CH:23]=1. Procedure: N,N-Dimethylformamide dineopentyl acetal (6.2 ml) was added to a stirred suspension of 5-chloropyrimidin-2-one (1.802 g) and (E)-3-(thien-2-yl)prop-2-en-1-ol (2.710 g) in dry N,N-dimethylformamide (34 ml) under nitrogen and then stirring was continued at room temperature. After 3 h the reaction mixture was evaporated to dryness. The residue was dissolved in ethyl acetate (500 ml) and washed with water (3×100 ml), dried (MgSO4) and evaporated to a brown gum. The gum was subjected to column chroma... The reactants are O=C(O)c1cc(Cl)ccc1Cl, O=[N+]([O-])O, O=S(=O)(O)O. The product is O=C(O)c1cc(Cl)cc([N+](=O)[O-])c1Cl. As a reaction SMILES: [Cl:1][c:2]1[c:3]([C:4](=[O:5])[OH:6])[cH:7][c:8]([Cl:11])[cH:9][cH:10]1.[OH:12][N+:13]([O-:14])=[O:15].[S:16](=[O:17])(=[O:18])([OH:19])[OH:20]>>[Cl:1][c:2]1[c:3]([C:4](=[O:5])[OH:6])[cH:7][c:8]([Cl:11])[cH:9][c:10]1[N+:13](=[O:12])[O-:14]. The reactants are C(C)(C)(C)NC(=O)[C@H]1NCSC1 (N-tert.butyl-4(R)-thiazolidinecarboxamide), C(C1=CC=CC=C1)OC(=O)N[C@H]([C@H]1CO1)CC1=CC=CC=C1 (3(S)-(benzyloxyformamido)-1,2(S)-epoxy-4-phenylbutane). Run in C(C)(C)O (isopropanol). Run at temperature 90 celsius. The product is C(C1=CC=CC=C1)OC(=O)N[C@H]([C@@H](CN1CSC[C@H]1C(=O)NC(C)(C)C)O)CC1=CC=CC=C1 (3-[3(S)-(benzyloxyformamido)-2(R)-hydroxy-4-phenylbutyl]-N-tert.butyl-4(R)-thiazolidinecarboxamide). Yield: 42.5%. Reaction SMILES: [C:1]([NH:5][C:6]([C@@H:8]1[CH2:12][S:11][CH2:10][NH:9]1)=[O:7])([CH3:4])([CH3:3])[CH3:2].[CH2:13]([O:20][C:21]([NH:23][C@@H:24]([CH2:28][C:29]1[CH:34]=[CH:33][CH:32]=[CH:31][CH:30]=1)[C@@H:25]1[O:27][CH2:26]1)=[O:22])[C:14]1[CH:19]=[CH:18][CH:17]=[CH:16][CH:15]=1>C(O)(C)C>[CH2:13]([O:20][C:21]([NH:23][C@@H:24]([CH2:28][C:29]1[CH:30]=[CH:31][CH:32]=[CH:33][CH:34]=1)[C@H:25]([OH:27])[CH2:26][N:9]1[C@H:8]([C:6]([NH:5][C:1]([CH3:4])([CH3:2])[CH3:3])=[O:7])[CH2:12][S:11][CH2:10]1)=[O:22])[C:14]1[CH:15]=[CH:16][CH:17]=[CH:18][CH:19]=1. Reported procedure: A solution of 3.2 g of N-tert.butyl-4(R)-thiazolidinecarboxamide and 5.0 g of 3(S)-(benzyloxyformamido)-1,2(S)-epoxy-4-phenylbutane in 130 ml of isopropanol was stirred under argon and heated at 90° C. under reflux for 3 days. The solution was evaporated under reduced pressure and the residue was purified by flash chromatography on silica gel using diethyl ethyl/n-hexane (2:1) for the elution. There were obtained 3.47 g of 3-[3(S)-(benzyloxyformamido)-2(R)-hydroxy-4-phenylbutyl]-N-tert.butyl-4(R... The solvent is O1CCOCC1 (dioxane). Procedure: A mixture of 20 g. of N-(2-thienylmethyl)isatoic anhydride, 9 g. of 2-methylmercapto-imidazoline and 1 pellet of potassium hydroxide in about 300 ml. of dioxane is heated at reflux for 5 hours, the solvent then evaporated off and the residue dissolved in methylene chloride. After washing twice with water the solution is extracted 3 times with 1N. hydrochloric solution. Heating on a steam bath avoids precipitation and after filtering hot through celite, sodium bicarbonate solution is added and th... As a reaction SMILES: [S:1]1[CH:5]=[CH:4][CH:3]=[C:2]1[CH2:6][N:7]1[C:13](=O)[O:12][C:10](=O)[C:9]2=[CH:15][CH:16]=[CH:17][CH:18]=[C:8]12.CSC1[NH:22][CH2:23][CH2:24][N:25]=1.[OH-].[K+]>O1CCOCC1>[S:1]1[CH:5]=[CH:4][CH:3]=[C:2]1[CH2:6][N:7]1[C:8]2[C:9](=[CH:15][CH:16]=[CH:17][CH:18]=2)[C:10](=[O:12])[N:22]2[CH2:23][CH2:24][N:25]=[C:13]12 |f:2.3|. Reactants: S1C(=CC=C1)CN1C=2C(C(=O)OC1=O)=CC=CC2 (N-(2-thienylmethyl)isatoic anhydride), CSC=1NCCN1 (2-methylmercapto-imidazoline), [OH-].[K+] (potassium hydroxide). Yields the product S1C(=CC=C1)CN1C=2N(C(C3=CC=CC=C13)=O)CCN2 (10-(2-thienylmethyl)-2,3-dihydro-imidazo[2,1-b]quinazolin-5(10H)-one). Starting materials: C(C1=CC=CC=C1)OC(=O)C1=CC2=CC(=CC=C2C=C1OCC1=CC=CC=C1)OCC1=CC=CC=C1 (3,7-bis-benzyloxynaphthalene-2-carboxylic acid benzyl ester), [OH-].[Na+] (NaOH). Solvent: CCO (EtOH). Conditions: temperature 70 celsius, time 18 hour. Product: C(C1=CC=CC=C1)OC=1C(=CC2=CC(=CC=C2C1)OCC1=CC=CC=C1)C(=O)O (3,7-bis-benzyloxynaphthalene-2-carboxylic acid). RXN SMILES: C([O:8][C:9]([C:11]1[C:20]([O:21][CH2:22][C:23]2[CH:28]=[CH:27][CH:26]=[CH:25][CH:24]=2)=[CH:19][C:18]2[C:13](=[CH:14][C:15]([O:29][CH2:30][C:31]3[CH:36]=[CH:35][CH:34]=[CH:33][CH:32]=3)=[CH:16][CH:17]=2)[CH:12]=1)=[O:10])C1C=CC=CC=1.[OH-].[Na+]>CCO>[CH2:22]([O:21][C:20]1[C:11]([C:9]([OH:10])=[O:8])=[CH:12][C:13]2[C:18]([CH:19]=1)=[CH:17][CH:16]=[C:15]([O:29][CH2:30][C:31]1[CH:36]=[CH:35][CH:34]=[CH:33][CH:32]=1)[CH:14]=2)[C:23]1[CH:28]=[CH:27][CH:26]=[CH:25][CH:24]=1 |f:1.2|. Procedure details: To a suspension of 3,7-bis-benzyloxynaphthalene-2-carboxylic acid benzyl ester (4.0 g, 8.4 mmol) in EtOH (75 mL), is added 10 mL of 1.0N NaOH (1.2 eq.) and the mixture is stirred at 70° C. for 18 h. The solvent is removed under reduced pressure and the residual solid is dissolved in 250 mL of water. The solution is washed with EtOH and the aqueous phase is acidified with 2N HCl. The resulting precipitate is filtered, washed with water and dried to afford 3,7-bis-benzyloxynaphthalene-2-carboxylic...